Task: describe an organic reaction: reactants, conditions, products, and yield. Dataset: the Open Reaction Database (ORD), a public repository of structured organic reaction records Starting materials: ClCCCC(C1=CC=C(C=C1)F)C1=CC=C(C=C1)F (1-chloro-4,4-bis(4-fluorophenyl)-butane), ClC1=CC2=C(N(C(N2)=O)C2CC(NCC2)C)C=C1 (5-chloro-1,3-dihydro-1-(2-methyl-4-piperidinyl)-2H-benzimidazol-2-one), C([O-])([O-])=O.[Na+].[Na+] (sodium carbonate), [I-].[K+] (potassium iodide). Run in CC(CC(C)=O)C (4-methyl-2-pentanone), O (water). The product is ClC1=CC2=C(N(C(N2)=O)C2CC(N(CC2)CCCC(C2=CC=C(C=C2)F)C2=CC=C(C=C2)F)C)C=C1 (5-chloro-1-{1-[4,4-bis(4-fluorophenyl)butyl]- 2-methyl-4-piperidinyl}-1,3-dihydro-2H-benzimidazol-2-one). Reaction SMILES: Cl[CH2:2][CH2:3][CH2:4][CH:5]([C:13]1[CH:18]=[CH:17][C:16]([F:19])=[CH:15][CH:14]=1)[C:6]1[CH:11]=[CH:10][C:9]([F:12])=[CH:8][CH:7]=1.[Cl:20][C:21]1[CH:37]=[CH:36][C:24]2[N:25]([CH:29]3[CH2:34][CH2:33][NH:32][CH:31]([CH3:35])[CH2:30]3)[C:26](=[O:28])[NH:27][C:23]=2[CH:22]=1.C(=O)([O-])[O-].[Na+].[Na+].[I-].[K+]>O.CC(C)CC(=O)C>[Cl:20][C:21]1[CH:37]=[CH:36][C:24]2[N:25]([CH:29]3[CH2:34][CH2:33][N:32]([CH2:2][CH2:3][CH2:4][CH:5]([C:13]4[CH:18]=[CH:17][C:16]([F:19])=[CH:15][CH:14]=4)[C:6]4[CH:11]=[CH:10][C:9]([F:12])=[CH:8][CH:7]=4)[CH:31]([CH3:35])[CH2:30]3)[C:26](=[O:28])[NH:27][C:23]=2[CH:22]=1 |f:2.3.4,5.6|. Procedure details: A mixture of 7 parts of 1-chloro-4,4-bis(4-fluorophenyl)-butane, 5.5 parts of 5-chloro-1,3-dihydro-1-(2-methyl-4-piperidinyl)-2H-benzimidazol-2-one, 6.4 parts of sodium carbonate, 0.2 parts of potassium iodide and 160 parts of 4-methyl-2-pentanone is stirred and refluxed for 36 hours. After cooling, water is added and the layers are separated. The organic phase is dried, filtered and evaporated. The oily residue is converted into the hydrochloride salt in 2-propanol and 2,2'-oxybispropane. The s... Starting materials: P(=O)([O-])([O-])[O-].[K+].[K+].[K+] (Tripotassium phosphate), C(C=C)C(CC=C)S(=O)(=O)C1=CC(=CC=C1)Br (1-[(1-allylbut-3-enyl)sulfonyl]-3-bromobenzene), C(CC=C)OCCCCCCN1C(O[C@@H](C1)C1=CC2=C(OC(OC2)(C)C)C=C1)=O ((5R)-3-[6-(3-buten-1-yloxy)hexyl]-5-(2,2-dimethyl-4H-1,3-benzodioxin-6-yl)-1,3-oxazolidin-2-one), solution, C12CCCC(CCC1)B2 (9-borabicyclo[3.3.1]nonane). Reagents/catalysts: C1=CC=C(C=C1)P(C2=CC=CC=C2)C3=CC=CC=C3 (PPh3), C(C)(=O)[O-].[Pd+2].C(C)(=O)[O-] (palladium acetate). Run in O (water), C1CCOC1 (THF), C1CCOC1 (THF). Conditions: time 2 hour. Yields the product CC1(OCC2=C(O1)C=CC(=C2)[C@@H]2CN(C(O2)=O)CCCCCCOCCCCC2=CC(=CC=C2)S(=O)(=O)C(CC=C)CC=C)C ((5R)-5-(2,2-Dimethyl-4H-1,3-benzodioxin-6-yl)-3-(6-{[4-(3-{[1-(2-propen-1-yl)-3-buten-1-yl]sulfonyl}phenyl)butyl]oxy}hexyl)-1,3-oxazolidin-2-one). The yield is 75.8%. As a reaction SMILES: [CH2:1]([O:5][CH2:6][CH2:7][CH2:8][CH2:9][CH2:10][CH2:11][N:12]1[CH2:16][C@@H:15]([C:17]2[CH:28]=[CH:27][C:20]3[O:21][C:22]([CH3:26])([CH3:25])[O:23][CH2:24][C:19]=3[CH:18]=2)[O:14][C:13]1=[O:29])[CH2:2][CH:3]=[CH2:4].C12BC(CCC1)CCC2.P([O-])([O-])([O-])=O.[K+].[K+].[K+].[CH2:47]([CH:50]([S:54]([C:57]1[CH:62]=[CH:61][CH:60]=[C:59](Br)[CH:58]=1)(=[O:56])=[O:55])[CH2:51][CH:52]=[CH2:53])[CH:48]=[CH2:49]>C1COCC1.O.C([O-])(=O)C.[Pd+2].C([O-])(=O)C.C1C=CC(P(C2C=CC=CC=2)C2C=CC=CC=2)=CC=1>[CH3:26][C:22]1([CH3:25])[O:21][C:20]2[CH:27]=[CH:28][C:17]([C@H:15]3[O:14][C:13](=[O:29])[N:12]([CH2:11][CH2:10][CH2:9][CH2:8][CH2:7][CH2:6][O:5][CH2:1][CH2:2][CH2:3][CH2:4][C:61]4[CH:60]=[CH:59][CH:58]=[C:57]([S:54]([CH:50]([CH2:51][CH:52]=[CH2:53])[CH2:47][CH:48]=[CH2:49])(=[O:55])=[O:56])[CH:62]=4)[CH2:16]3)=[CH:18][C:19]=2[CH2:24][O:23]1 |f:2.3.4.5,9.10.11|. Procedure: To a solution of (5R)-3-[6-(3-buten-1-yloxy)hexyl]-5-(2,2-dimethyl-4H-1,3-benzodioxin-6-yl)-1,3-oxazolidin-2-one (1.00 g) in THF (2 ml) was added a 0.5M solution of 9-borabicyclo[3.3.1]nonane (9-BBN) in THF (6 ml). The solution was stirred at room temperature under nitrogen for 2 h. Tripotassium phosphate (1.05 g) in water (1.5 ml) was added followed by 1-[(1-allylbut-3-enyl)sulfonyl]-3-bromobenzene (0.78 g), palladium acetate (6 mg), and PPh3 (13 mg). The mixture was heated at 600 with vigorous... The reactants are BrC=1C=C(C=NC1)O (5-bromopyridin-3-ol), C(C1=CC=CC=C1)Br (benzyl bromide). The reagents and catalysts are C([O-])([O-])=O.[Ag+2] (silver carbonate). Run in C1(=CC=CC=C1)C (toluene). Conditions: time 18 hour. Yields the product C(C1=CC=CC=C1)OC=1C=NC=C(C1)Br (3-(benzyloxy)-5-bromopyridine). RXN SMILES: [Br:1][C:2]1[CH:3]=[C:4]([OH:8])[CH:5]=[N:6][CH:7]=1.[CH2:9](Br)[C:10]1[CH:15]=[CH:14][CH:13]=[CH:12][CH:11]=1>C1(C)C=CC=CC=1.C(=O)([O-])[O-].[Ag+2]>[CH2:9]([O:8][C:4]1[CH:5]=[N:6][CH:7]=[C:2]([Br:1])[CH:3]=1)[C:10]1[CH:15]=[CH:14][CH:13]=[CH:12][CH:11]=1 |f:3.4|. Procedure details: A solution of 5-bromopyridin-3-ol (1.0 eq.), benzyl bromide (1.2 eq.), and silver carbonate (1.3 eq.) in toluene (0.1 M) was heated to 50° C. and stirred for 18 hours. After cooling to room temperature, the reaction mixture was filtered, eluting with ethyl acetate. The filtrate was concentrated en vacuo into a residue that was purified by a COMBIFLASH® system (ISCO) using 20% ethyl acetate in hexane to give 3-(benzyloxy)-5-bromopyridine. The reactants are FC1=C(C(=C(C=C1)Br)F)F (Trifluorobromobenzene), C1(=CC=CC=C1)P(C1=CC=CC=C1)C1=CC=CC=C1 (triphenylphosphine), P(OCC)(OCC)[O-] (diethyl phosphite), C1(CCCCC1)CNCC1CCCCC1 (N,N-dicyclohexylmethylamine). Reagents/catalysts: C(C)(=O)[O-].[Pd+2].C(C)(=O)[O-] (palladium acetate). Run in C(C)O (ethanol), hexanes, hexanes, C(C)(=O)OCC (ethyl acetate), C(C)(=O)OCC (ethyl acetate). Reaction conditions: temperature 76 celsius, time 5 minute. The product is FC=1C=C(C=C(C1F)F)P(OCC)(OCC)=O (diethyl 3,4,5-trifluorophenylphosphonate). Reaction SMILES: [F:1][C:2]1[CH:7]=[CH:6][C:5](Br)=[C:4]([F:9])[C:3]=1[F:10].[P:11]([O-:18])([O:15][CH2:16][CH3:17])[O:12][CH2:13][CH3:14].C1(CNCC2CCCCC2)CCCCC1.C1(P(C2C=CC=CC=2)C2C=CC=CC=2)C=CC=CC=1>C([O-])(=O)C.[Pd+2].C([O-])(=O)C.C(OCC)(=O)C.C(O)C>[F:1][C:2]1[CH:7]=[C:6]([P:11](=[O:18])([O:15][CH2:16][CH3:17])[O:12][CH2:13][CH3:14])[CH:5]=[C:4]([F:9])[C:3]=1[F:10] |f:4.5.6|. Procedure details: Trifluorobromobenzene (1.70 mL, 14.2 mmol), diethyl phosphite (2.20 mL, 17.1 mmol), N,N-dicyclohexylmethylamine (4.60 mL, 21.3 mmol) and ethanol (50 mL) were all combined in a nitrogen purged round bottom flask. After stirring for 5 minutes, triphenylphosphine (223 mg, 0.85 mmol) and palladium acetate (64 mg, 0.28 mmol) were added to the flask as one. The solution was heated to 76° C. and allowed to stir overnight. The solution started as a translucent brown color but was clearer by morning. Upo... Starting materials: α-isopropyl-2-naphthlyacetyl chloride, C(#N)C(C1=CC(=CC=C1)OC1=CC=CC=C1)O (α-cyano-m-phenoxybenzyl alcohol), N1=CC=CC=C1 (pyridine), CCOCC (ether). Run in C1=CC=CC=C1 (benzene). Reaction conditions: time 8 hour. Product: C(C)(C)C(C(=O)OC(C1=CC(=CC=C1)OC1=CC=CC=C1)C#N)C1=CC2=CC=CC=C2C=C1 (α-Cyano-m-phenoxybenzyl α-isopropyl-2-naphthaleneacetate). Reaction SMILES: [C:1]([CH:3]([OH:17])[C:4]1[CH:9]=[CH:8][CH:7]=[C:6]([O:10][C:11]2[CH:16]=[CH:15][CH:14]=[CH:13][CH:12]=2)[CH:5]=1)#[N:2].N1[CH:23]=[CH:22][CH:21]=[CH:20][CH:19]=1.CC[O:26][CH2:27][CH3:28]>C1C=CC=CC=1>[CH:8]([CH:28]([C:19]1[CH:6]=[CH:5][C:4]2[C:21](=[CH:22][CH:23]=[CH:1][CH:3]=2)[CH:20]=1)[C:27]([O:17][CH:3]([C:1]#[N:2])[C:4]1[CH:9]=[CH:8][CH:7]=[C:6]([O:10][C:11]2[CH:16]=[CH:15][CH:14]=[CH:13][CH:12]=2)[CH:5]=1)=[O:26])([CH3:9])[CH3:7]. Procedure details: A solution of α-isopropyl-2-naphthlyacetyl chloride (219 g, 0.887 mole) in benzene (350 ml) is added to a solution of α-cyano-m-phenoxybenzyl alcohol (179.8 g, 0.798 mole) and pyridine (70.2 g, 0.887 mole) in ether (750 ml) at 0°-10° C. over a 11/2 hour period. Pyridine hydrochloride precipitates out during the addition. The reaction mixture, after stirring overnight at room temperature, is diluted with more ether (500 ml) and poured into water (1200 ml). The organic phase is separated, washed w... Starting materials: [O-][Br+2]([O-])[O-], COc1cccc(CO)c1, CCOCC, [Na+], [Na+], [Na+], [Na+], O=S([O-])O, O=S([O-])([O-])=S. The product is COc1cc(CO)ccc1Br. Reaction SMILES: [Br+2:16]([O-:17])([O-:18])[O-:19].[CH3:1][O:2][c:3]1[cH:4][c:5]([CH2:6][OH:7])[cH:8][cH:9][cH:10]1.[CH3:28][CH2:29][O:30][CH2:31][CH3:32].[Na+:15].[Na+:20].[Na+:26].[Na+:27].[S:11]([O-:12])([OH:13])=[O:14].[S:21]([O-:22])([O-:23])(=[O:24])=[S:25]>>[CH3:1][O:2][c:3]1[cH:4][c:5]([CH2:6][OH:7])[cH:8][cH:9][c:10]1[Br:16]. Reactants: C1(=CC=CC=C1)P(C1=CC=CC=C1)C1=CC=CC=C1 (triphenylphosphine), CC(C)OC(=O)/N=N/C(=O)OC(C)C (diisopropylazodicarboxylate), C(C)(C)(C)C1=CC=C(C=C1)C(C(=O)NC1=CC=C(C=C1)OCC1CCCCC1)CC1=CC=C(C=C1)OCCO (2-(4-tert-Butylphenyl)-N-(4-cyclohexylmethoxyphenyl)-3-[4-(2-hydroxyethoxy)-phenyl]-propionamide), C(C)(=S)O (thioacetic acid). The solvent is C1CCOC1 (THF). Run at time 30 minute. The product is C(C)(C)(C)C1=CC=C(C=C1)C(CC1=CC=C(OCCSC(C)=O)C=C1)C(NC1=CC=C(C=C1)OCC1CCCCC1)=O (Thioacetic acid S-(2-{4-[2-(4-tert-Butylphenyl)-2-(4-cyclohexylmethoxyphenyl carbamoyl)-ethyl]-phenoxy}-ethyl)ester). Isolated yield 75.4%. As a reaction SMILES: C1(P(C2C=CC=CC=2)C2C=CC=CC=2)C=CC=CC=1.CC(OC(/N=N/C(OC(C)C)=O)=O)C.[C:34]([OH:37])(=[S:36])[CH3:35].[C:38]([C:42]1[CH:47]=[CH:46][C:45]([CH:48]([CH2:66][C:67]2[CH:72]=[CH:71][C:70]([O:73][CH2:74][CH2:75]O)=[CH:69][CH:68]=2)[C:49]([NH:51][C:52]2[CH:57]=[CH:56][C:55]([O:58][CH2:59][CH:60]3[CH2:65][CH2:64][CH2:63][CH2:62][CH2:61]3)=[CH:54][CH:53]=2)=[O:50])=[CH:44][CH:43]=1)([CH3:41])([CH3:40])[CH3:39]>C1COCC1>[C:38]([C:42]1[CH:43]=[CH:44][C:45]([CH:48]([C:49](=[O:50])[NH:51][C:52]2[CH:53]=[CH:54][C:55]([O:58][CH2:59][CH:60]3[CH2:65][CH2:64][CH2:63][CH2:62][CH2:61]3)=[CH:56][CH:57]=2)[CH2:66][C:67]2[CH:72]=[CH:71][C:70]([O:73][CH2:74][CH2:75][S:36][C:34](=[O:37])[CH3:35])=[CH:69][CH:68]=2)=[CH:46][CH:47]=1)([CH3:39])([CH3:40])[CH3:41]. Reported procedure: To a solution of triphenylphosphine (125 mg, 0.48 mmol) in anhydrous THF (5 mL) at 0° C. was added diisopropylazodicarboxylate (94 uL, 0.48 mmol). After stirring for 30 min. a solution consisting of thioacetic acid (34 uL, 0.48 mmol) and 2-(4-tert-Butylphenyl)-N-(4-cyclohexylmethoxyphenyl)-3-[4-(2-hydroxyethoxy)-phenyl]-propionamide (126 mg, 0.23 mmol) was added. The resulting solution was allowed to warm to rt overnight. The mixture was partitioned between ethyl acetate and H2O and the organic ...